Dataset: the Open Reaction Database (ORD), a public repository of structured organic reaction records. Task: describe an organic reaction: reactants, conditions, products, and yield Starting materials: COC([C@@H]([C@H](CC=C)C)N1C(C2=CC=CC=C2C1=O)=O)=O ((2R,3S)-2-(1,3-Dioxo-1,3-dihydro-isoindol-2-yl)-3-methyl-hex-5-enoic acid methyl ester). Run in Cl (hydrochloric acid), C(C)(=O)O (acetic acid). The product is N[C@@H](C(=O)O)[C@H](CC=C)C ((2R,3S)-2-Amino-3-methyl-hex-5-enoic acid). Isolated yield 50.0%. Reaction SMILES: C[O:2][C:3](=[O:21])[C@H:4]([N:10]1C(=O)C2C(=CC=CC=2)C1=O)[C@@H:5]([CH3:9])[CH2:6][CH:7]=[CH2:8]>Cl.C(O)(=O)C>[NH2:10][C@H:4]([C@@H:5]([CH3:9])[CH2:6][CH:7]=[CH2:8])[C:3]([OH:21])=[O:2]. Reported procedure: (2R,3S)-2-(1,3-Dioxo-1,3-dihydro-isoindol-2-yl)-3-methyl-hex-5-enoic acid methyl ester (2.01 g, 7.00 mmol) is dissolved in a 2:1 mixture of 6 N hydrochloric acid and glacial acetic acid (62.5 mL), and the solution is heated at reflux for 4 h. The solution is cooled to room temperature and concentrated under reduced pressure. The product is taken up in water and the solution is filtered. The filtrate is concentrated under reduced pressure and the residue is dissolved in water, then the solution i... Starting materials: CC(C)CNCc1ccc(-c2cccc(S(C)(=O)=O)c2)s1, CCCCS(=O)(=O)Cl, ClCCl. The product is CCCCS(=O)(=O)N(Cc1ccc(-c2cccc(S(C)(=O)=O)c2)s1)CC(C)C. RXN SMILES: [CH2:1]([CH:2]([CH3:3])[CH3:4])[NH:5][CH2:6][c:7]1[s:8][c:9](-[c:12]2[cH:13][c:14]([S:18](=[O:19])(=[O:20])[CH3:21])[cH:15][cH:16][cH:17]2)[cH:10][cH:11]1.[CH2:22]([CH2:23][CH2:24][CH3:25])[S:26](=[O:27])(=[O:28])[Cl:29].[Cl:30][CH2:31][Cl:32]>>[CH2:1]([CH:2]([CH3:3])[CH3:4])[N:5]([CH2:6][c:7]1[s:8][c:9](-[c:12]2[cH:13][c:14]([S:18](=[O:19])(=[O:20])[CH3:21])[cH:15][cH:16][cH:17]2)[cH:10][cH:11]1)[S:26]([CH2:22][CH2:23][CH2:24][CH3:25])(=[O:27])=[O:28]. Starting materials: CC(C)(C)[O-], CN(C)C=O, ClCc1ccccc1, [K+], Nc1ccc(Br)c(O)c1. The product is Nc1ccc(Br)c(OCc2ccccc2)c1. RXN SMILES: [CH3:10][C:11]([CH3:12])([O-:13])[CH3:14].[CH3:24][N:25]([CH3:26])[CH:27]=[O:28].[Cl:16][CH2:17][c:18]1[cH:19][cH:20][cH:21][cH:22][cH:23]1.[K+:15].[NH2:1][c:2]1[cH:3][cH:4][c:5]([Br:9])[c:6]([OH:8])[cH:7]1>>[NH2:1][c:2]1[cH:3][cH:4][c:5]([Br:9])[c:6]([O:8][CH2:17][c:18]2[cH:19][cH:20][cH:21][cH:22][cH:23]2)[cH:7]1.